Dataset: the Open Reaction Database (ORD), a public repository of structured organic reaction records. Task: describe an organic reaction: reactants, conditions, products, and yield As a reaction SMILES: C([O:5][C:6](/[CH:8]=[CH:9]/[C:10]1[C:20]2[O:19][CH2:18][CH2:17][C:16]([C:21]([O:23][CH2:24][CH3:25])=[O:22])=[CH:15][C:14]=2[CH:13]=[CH:12][CH:11]=1)=[O:7])(C)(C)C.FC(F)(F)C(O)=O>>[C:6](/[CH:8]=[CH:9]/[C:10]1[C:20]2[O:19][CH2:18][CH2:17][C:16]([C:21]([O:23][CH2:24][CH3:25])=[O:22])=[CH:15][C:14]=2[CH:13]=[CH:12][CH:11]=1)([OH:7])=[O:5]. Yields the product C(=O)(O)/C=C/C1=CC=CC=2C=C(CCOC21)C(=O)OCC (ethyl 9-[(E)-(2-carboxyvinyl)]-2,3-dihydro-1-benzoxepin-4-carboxylate). Procedure: To a solution of ethyl 9-[(E)-(2-tert-butoxycarbonylvinyl)]-2,3-dihydro-1-benzoxepin-4-carboxylate (0.56 g) was added trifluoroacetic acid (0.63 ml) at 0° C. The reaction mixture was stirred overnight at ambient temperature and evaporated in vacuo. The residue was triturated with diisopropyl ether to give a solid of ethyl 9-[(E)-(2-carboxyvinyl)]-2,3-dihydro-1-benzoxepin-4-carboxylate (0.3 g). The reactants are C(C)(C)(C)OC(=O)/C=C/C1=CC=CC=2C=C(CCOC21)C(=O)OCC (ethyl 9-[(E)-(2-tert-butoxycarbonylvinyl)]-2,3-dihydro-1-benzoxepin-4-carboxylate), FC(C(=O)O)(F)F (trifluoroacetic acid). Yield: 64.0%. Run at time 8 hour. Reactants: CCOCOc1ccc(CCCc2ccc(C(=O)OC)c(C(=O)OC)c2)cc1C, CO, O=S(=O)(O)O. The product is COC(=O)c1ccc(CCCc2ccc(O)c(C)c2)cc1C(=O)OC. RXN SMILES: [CH2:1]([O:2][CH2:3][O:5][c:6]1[c:7]([CH3:29])[cH:8][c:9]([CH2:12][CH2:13][CH2:14][c:15]2[cH:16][c:17]([C:25](=[O:26])[O:27][CH3:28])[c:18]([C:19](=[O:20])[O:21][CH3:22])[cH:23][cH:24]2)[cH:10][cH:11]1)[CH3:4].[CH3:35][OH:36].[S:30](=[O:31])(=[O:32])([OH:33])[OH:34]>>[OH:5][c:6]1[c:7]([CH3:29])[cH:8][c:9]([CH2:12][CH2:13][CH2:14][c:15]2[cH:16][c:17]([C:25](=[O:26])[O:27][CH3:28])[c:18]([C:19](=[O:20])[O:21][CH3:22])[cH:23][cH:24]2)[cH:10][cH:11]1. As a reaction SMILES: Cl[CH2:2][C:3](=O)[CH2:4][S:5][CH2:6][CH2:7][C:8]#[N:9].[C:11]([NH:14][C:15]([NH2:17])=[S:16])(=[NH:13])[NH2:12]>CC(C)=O>[C:8]([CH2:7][CH2:6][S:5][CH2:4][C:3]1[N:17]=[C:15]([N:14]=[C:11]([NH2:13])[NH2:12])[S:16][CH:2]=1)#[N:9]. Yield: 84.4%. Reactants: ClCC(CSCCC#N)=O (1-chloro-3-(2-cyanoethylthio)propanone), C(N)(=N)NC(=S)N (amidinothiourea). Procedure: To a solution of 8.9 g of 1-chloro-3-(2-cyanoethylthio)propanone in 100 ml of acetone is added 6.3 g of amidinothiourea and the reaction mixture is stirred at 50° C. for 9 hours. Also, the reaction mixture is concentrated under reduced pressure, made basic with saturated sodium carbonate solution, and extracted with chloroformmethanol (10:1) solution (170 ml×2). The combined organic layer is dried over anhydrous magnesium sulfate, and is concentrated in vacuo to give a solid, which is crystalliz... Run in CC(=O)C (acetone). Conditions: temperature 50 celsius, time 9 hour. Product: C(#N)CCSCC=1N=C(SC1)N=C(N)N (N"-[4-[[(2-cyanoethyl)thio]methyl]-2-thiazolyl]guanidine). The reactants are COc1ccccc1 (substrate), Cn2cnc1ccccc12 (effective_coupling_partner). Reagents/catalysts: CDC. Conditions: temperature 90 celsius, time 16 hour. Yields the product Cn3c(c1ccccc1)nc2ccccc23. Starting materials: CCOC(=O)C=Cc1c(C)cccc1Br, Cc1ccccc1, CCOCC. RXN SMILES: [Br:1][c:2]1[c:3]([CH:9]=[CH:10][C:11](=[O:12])[O:13][CH2:14][CH3:15])[c:4]([CH3:8])[cH:5][cH:6][cH:7]1.[CH3:16][c:17]1[cH:18][cH:19][cH:20][cH:21][cH:22]1.[CH3:23][CH2:24][O:25][CH2:26][CH3:27]>>[Br:1][c:2]1[c:3]([CH2:9][CH2:10][C:11](=[O:12])[O:13][CH2:14][CH3:15])[c:4]([CH3:8])[cH:5][cH:6][cH:7]1. The product is CCOC(=O)CCc1c(C)cccc1Br. The reactants are IC1=C2CNC(C2=CC=C1)=O (4-iodo-1-isoindolinone), O(C1=CC=CC=C1)C1=CC=C(C=C1)B(O)O (4-phenoxyphenylboronic acid), C(=O)([O-])[O-].[Na+].[Na+] (Na2CO3), N#N (N2). Reagents/catalysts: C=1C=CC(=CC1)[P](C=2C=CC=CC2)(C=3C=CC=CC3)[Pd]([P](C=4C=CC=CC4)(C=5C=CC=CC5)C=6C=CC=CC6)([P](C=7C=CC=CC7)(C=8C=CC=CC8)C=9C=CC=CC9)[P](C=1C=CC=CC1)(C=1C=CC=CC1)C=1C=CC=CC1 (Pd(PPh3)4). The solvent is O (water), COCCOC (DME), O (water), C(C)O (ethanol). Conditions: temperature 80 celsius. Yields the product O(C1=CC=CC=C1)C1=CC=C(C=C1)C1=C2CNC(C2=CC=C1)=O (4-(4-phenoxyphenyl)-1-isoindolinone). Yield: 52.4%. As a reaction SMILES: I[C:2]1[CH:10]=[CH:9][CH:8]=[C:7]2[C:3]=1[CH2:4][NH:5][C:6]2=[O:11].[O:12]([C:19]1[CH:24]=[CH:23][C:22](B(O)O)=[CH:21][CH:20]=1)[C:13]1[CH:18]=[CH:17][CH:16]=[CH:15][CH:14]=1.C([O-])([O-])=O.[Na+].[Na+].N#N>COCCOC.O.C1C=CC([P]([Pd]([P](C2C=CC=CC=2)(C2C=CC=CC=2)C2C=CC=CC=2)([P](C2C=CC=CC=2)(C2C=CC=CC=2)C2C=CC=CC=2)[P](C2C=CC=CC=2)(C2C=CC=CC=2)C2C=CC=CC=2)(C2C=CC=CC=2)C2C=CC=CC=2)=CC=1.C(O)C>[O:12]([C:19]1[CH:20]=[CH:21][C:22]([C:2]2[CH:10]=[CH:9][CH:8]=[C:7]3[C:3]=2[CH2:4][NH:5][C:6]3=[O:11])=[CH:23][CH:24]=1)[C:13]1[CH:18]=[CH:17][CH:16]=[CH:15][CH:14]=1 |f:2.3.4,^1:46,48,67,86|. Reported procedure: A suspension of Example 55A (301 mg, 1.16 mmol), 4-phenoxyphenylboronic acid (271 mg, 1.27 mmol) and Na2CO3 (403 mg, 4.75 mmol) in DME (10 mL), water (4.8 mL), and ethanol (2.4 mL) was degassed with N2 for 45 minutes, treated with Pd(PPh3)4 (120 mg), and heated to 80° C. overnight. The suspension was cooled to room temperature, poured into water, and extracted with ethyl acetate. The combined extracts were dried (Na2SO4), filtered, and concentrated. The concentrate was triturated with warm ethan...